From a dataset of the Open Reaction Database (ORD), a public repository of structured organic reaction records. describe an organic reaction: reactants, conditions, products, and yield Procedure: The products of Example 134 was carried out using equivalent amounts of 1,3-dihydro-1-chlorocarbonylmethyl-3(phenylmethyloxycarbonyl)amino-5-phenyl-2H-1,4-benzodiazepin-2-one and ethylamine. The product was purified by chromatography on silica gel (hexane-ethyl acetate elution). The combined product fractions were evaporated to dryness in vacuo and crystallized to give the title compound which was dried at 65° : m.p. 149° C. RXN SMILES: Cl[C:2]([CH2:4][N:5]1[C:11]2[CH:12]=[CH:13][CH:14]=[CH:15][C:10]=2[C:9]([C:16]2[CH:21]=[CH:20][CH:19]=[CH:18][CH:17]=2)=[N:8][CH:7]([NH:22][C:23]([O:25][CH2:26][C:27]2[CH:32]=[CH:31][CH:30]=[CH:29][CH:28]=2)=[O:24])[C:6]1=[O:33])=[O:3].[CH2:34]([NH2:36])[CH3:35]>>[C:27]1([CH2:26][O:25][C:23](=[O:24])[NH:22][CH:7]2[N:8]=[C:9]([C:16]3[CH:21]=[CH:20][CH:19]=[CH:18][CH:17]=3)[C:10]3[CH:15]=[CH:14][CH:13]=[CH:12][C:11]=3[N:5]([CH2:4][C:2]([NH:36][CH2:34][CH3:35])=[O:3])[C:6]2=[O:33])[CH:32]=[CH:31][CH:30]=[CH:29][CH:28]=1. Reactants: products, ClC(=O)CN1C(C(N=C(C2=C1C=CC=C2)C2=CC=CC=C2)NC(=O)OCC2=CC=CC=C2)=O (1,3-dihydro-1-chlorocarbonylmethyl-3(phenylmethyloxycarbonyl)amino-5-phenyl-2H-1,4-benzodiazepin-2-one), C(C)N (ethylamine). The product is C1(=CC=CC=C1)COC(NC1C(N(C2=C(C(=N1)C1=CC=CC=C1)C=CC=C2)CC(=O)NCC)=O)=O ((1(2-(Ethylamino)-2-oxoethyl)-2,3-dihydro-5-phenyl-2-oxo-1H-1,4-benzodiazepin-3-yl)-carbamic acid phenylmethyl ester). Starting materials: N1C=NC=C1 (imidazole), BrCC1=CC2=CC=CC=C2C=C1 (2-bromomethylnaphthalene), O (water). Run in C(Cl)Cl (methylene chloride). Run at time 8 hour. Product: C1=C(C=CC2=CC=CC=C12)CN1C=NC=C1 (1-(2-naphthylmethyl)imidazole). Yield: 65.9%. As a reaction SMILES: [NH:1]1[CH:5]=[CH:4][N:3]=[CH:2]1.Br[CH2:7][C:8]1[CH:17]=[CH:16][C:15]2[C:10](=[CH:11][CH:12]=[CH:13][CH:14]=2)[CH:9]=1.O>C(Cl)Cl>[CH:9]1[C:10]2[C:15](=[CH:14][CH:13]=[CH:12][CH:11]=2)[CH:16]=[CH:17][C:8]=1[CH2:7][N:1]1[CH:5]=[CH:4][N:3]=[CH:2]1. Reported procedure: A mixture of imidazole (15.4 g, 0.226 mol) and 2-bromomethylnaphthalene (22 g, 0.0995 mol) in 200 ml of methylene chloride was stirred at room temperature overnight. The mixture was stirred with 200 ml of water, the organic layer was washed with water (2×200 ml), and stirred with 30 ml of conc. HCl and 200 ml of water. After filtration for the removal of the solid, the methylene chloride layer was discarded, and the aqueous layer was extracted with 200 ml of ether. The above aqueous layer was ba... Reactants: CO, COC(=O)c1ccc(OC(c2cc(-c3ccncc3)oc2C)C2CCCCC2)cc1, Cl, [Na+], C1CCOC1, [OH-], O. Product: Cc1oc(-c2ccncc2)cc1C(Oc1ccc(C(=O)O)cc1)C1CCCCC1. As a reaction SMILES: [CH3:35][OH:36].[CH:1]1([CH:7]([O:8][c:9]2[cH:10][cH:11][c:12]([C:13](=[O:14])[O:15][CH3:16])[cH:17][cH:18]2)[c:19]2[c:20]([CH3:30])[o:21][c:22](-[c:24]3[cH:25][cH:26][n:27][cH:28][cH:29]3)[cH:23]2)[CH2:2][CH2:3][CH2:4][CH2:5][CH2:6]1.[ClH:34].[Na+:32].[O:37]1[CH2:38][CH2:39][CH2:40][CH2:41]1.[OH-:31].[OH2:33]>>[CH:1]1([CH:7]([O:8][c:9]2[cH:10][cH:11][c:12]([C:13](=[O:14])[OH:15])[cH:17][cH:18]2)[c:19]2[c:20]([CH3:30])[o:21][c:22](-[c:24]3[cH:25][cH:26][n:27][cH:28][cH:29]3)[cH:23]2)[CH2:2][CH2:3][CH2:4][CH2:5][CH2:6]1. Starting materials: C([O-])([O-])=O.[K+].[K+] (potassium carbonate), CN(C=O)C (dimethylformamide), S1C(=CC=C1)C=CC(=O)NC1=C(C(=O)O)C=CC=C1 (2-[3-(2-thienyl)acrylamido]benzoic acid), CI (methyl iodide), CN(C=O)C (dimethylformamide), ice water. Solvent: CC(=O)C (acetone). Run at time 3 hour. Product: S1C(=CC=C1)C=CC(=O)NC1=C(C(=O)OC)C=CC=C1 (Methyl 2-[3-(2-thienyl)acrylamido]benzoate). The yield is 74.1%. Reaction SMILES: [S:1]1[CH:5]=[CH:4][CH:3]=[C:2]1[CH:6]=[CH:7][C:8]([NH:10][C:11]1[CH:19]=[CH:18][CH:17]=[CH:16][C:12]=1[C:13]([OH:15])=[O:14])=[O:9].[C:20](=O)([O-])[O-].[K+].[K+].CN(C)C=O.CI>CC(C)=O>[S:1]1[CH:5]=[CH:4][CH:3]=[C:2]1[CH:6]=[CH:7][C:8]([NH:10][C:11]1[CH:19]=[CH:18][CH:17]=[CH:16][C:12]=1[C:13]([O:15][CH3:20])=[O:14])=[O:9] |f:1.2.3|. Procedure details: To a suspension of 2-[3-(2-thienyl)acrylamido]benzoic acid (273 mg, 1 mmol) in dry acetone (2 ml) were added potassium carbonate (194 mg, 1.4 mmol) and dry dimethylformamide (1 ml). The mixture was treated with methyl iodide (199 mg, 1.4 mmol) and dry dimethylformamide (2 ml) and stirred at room temperature for 3 hours. The reaction mixture was poured into ice water, the precipitated solid was collected on a filter by suction, dried, and recrystallized from the mixed solvent of methanol and wate...